From a dataset of the Open Reaction Database (ORD), a public repository of structured organic reaction records. describe an organic reaction: reactants, conditions, products, and yield Yields the product CC(=O)OC(CC(=O)O)C(O)=Nc1cc(Cl)cc(Cl)c1. Reactants: CC(=O)OC1CC(=O)OC1=O, Nc1cc(Cl)cc(Cl)c1, Cc1ccccc1C. As a reaction SMILES: [C:1]([CH3:2])(=[O:3])[O:4][CH:5]1[C:6](=[O:7])[O:8][C:9](=[O:11])[CH2:10]1.[NH2:12][c:13]1[cH:14][c:15]([Cl:16])[cH:17][c:18]([Cl:19])[cH:20]1.[c:21]1([CH3:22])[c:23]([CH3:24])[cH:25][cH:26][cH:27][cH:28]1>>[C:1]([CH3:2])(=[O:3])[O:4][CH:5]([C:6]([OH:7])=[N:12][c:13]1[cH:14][c:15]([Cl:16])[cH:17][c:18]([Cl:19])[cH:20]1)[CH2:10][C:9]([OH:8])=[O:11]. Starting materials: O=C([O-])[O-], COC(C)(C)C, CC(=O)Cl, [K+], [K+], CN(C)C=O, Oc1ccc(N=C(C=COc2ccccc2)Oc2ccccc2)cc1. The product is CC(=O)Oc1ccc(N=C(C=COc2ccccc2)Oc2ccccc2)cc1. RXN SMILES: [C:1](=[O:2])([O-:3])[O-:4].[CH3:41][O:42][C:43]([CH3:44])([CH3:45])[CH3:46].[CH3:7][C:8]([Cl:9])=[O:10].[K+:5].[K+:6].[O:11]=[CH:12][N:13]([CH3:14])[CH3:15].[OH:16][c:17]1[cH:18][cH:19][c:20]([N:23]=[C:24]([CH:25]=[CH:26][O:27][c:28]2[cH:29][cH:30][cH:31][cH:32][cH:33]2)[O:34][c:35]2[cH:36][cH:37][cH:38][cH:39][cH:40]2)[cH:21][cH:22]1>>[CH3:7][C:8](=[O:10])[O:16][c:17]1[cH:18][cH:19][c:20]([N:23]=[C:24]([CH:25]=[CH:26][O:27][c:28]2[cH:29][cH:30][cH:31][cH:32][cH:33]2)[O:34][c:35]2[cH:36][cH:37][cH:38][cH:39][cH:40]2)[cH:21][cH:22]1. Starting materials: C(=O)(O)[O-].[Na+] (NaHCO3), ClC1=NC=C(C(=N1)NCC=1C=C(C=CC1)NS(=O)(=O)C1=CC(=CC=C1)[N+](=O)[O-])Cl (N-(3-{[(2,5-dichloropyrimidin-4-yl)amino]methyl}phenyl)-3-nitrobenzenesulfonamide), CO (methanol), C(C)(=O)O (acetic acid). Reagents/catalysts: [Fe] (iron). The solvent is CCOC(=O)C (EtOAc), O (water). Run at temperature 70 celsius. Yields the product NC=1C=C(C=CC1)S(=O)(=O)NC1=CC(=CC=C1)CNC1=NC(=NC=C1Cl)Cl (3-Amino-N-(3-{[(2,5-dichloropyrimidin-4-yl)amino]methyl}phenyl)benzenesulfonamide). Yield: 24.6%. As a reaction SMILES: [Cl:1][C:2]1[N:7]=[C:6]([NH:8][CH2:9][C:10]2[CH:11]=[C:12]([NH:16][S:17]([C:20]3[CH:25]=[CH:24][CH:23]=[C:22]([N+:26]([O-])=O)[CH:21]=3)(=[O:19])=[O:18])[CH:13]=[CH:14][CH:15]=2)[C:5]([Cl:29])=[CH:4][N:3]=1.CO.C(O)(=O)C.C([O-])(O)=O.[Na+]>[Fe].CCOC(C)=O.O>[NH2:26][C:22]1[CH:21]=[C:20]([S:17]([NH:16][C:12]2[CH:13]=[CH:14][CH:15]=[C:10]([CH2:9][NH:8][C:6]3[C:5]([Cl:29])=[CH:4][N:3]=[C:2]([Cl:1])[N:7]=3)[CH:11]=2)(=[O:18])=[O:19])[CH:25]=[CH:24][CH:23]=1 |f:3.4|. Procedure: Into a reaction flask was added N-(3-{[(2,5-dichloropyrimidin-4-yl)amino]methyl}phenyl)-3-nitrobenzenesulfonamide (0.20 g, 0.44 mmol), methanol (20 mL), acetic acid (2.0 mL), and water (1 mL). Then iron (0.25 g, 4.5 mmol) powder was added. The reaction mixture was heated at 70° C. for 2 hours. After cooling, the mixture was filtered and washed with EtOAc. The filtrate was concentrated under vacuum to give a residue, which was treated with NaHCO3 (saturated aqueous solution) and EtOAc. The organi... Starting materials: BrC1=C2C=C(NC2=CC=C1)C(=O)O (4-bromo-1H-indole-2-carboxylic acid), amine, N1(CCCCCC1)CCN1CCC(CC1)NC(=O)C=1NC2=CC=CC(=C2C1)Br (4-Bromo-1H-indole-2-carboxylic acid [1-(2-azepan-1-yl-ethyl)-piperidin-4-yl]-amide). Yields the product N1(CCCCC1)CCN1CCC(CC1)NC(=O)C=1NC2=CC=CC(=C2C1)Br (4-Bromo-1H-indole-2-carboxylic acid [1-(2-piperidin-1-yl-ethyl)-piperidin-4-yl]-amide). Reaction SMILES: BrC1C=CC=C2C=1C=C(C(O)=O)N2.[N:14]1([CH2:21][CH2:22][N:23]2[CH2:28][CH2:27][CH:26]([NH:29][C:30]([C:32]3[NH:33][C:34]4[C:39]([CH:40]=3)=[C:38]([Br:41])[CH:37]=[CH:36][CH:35]=4)=[O:31])[CH2:25][CH2:24]2)[CH2:20][CH2:19][CH2:18][CH2:17][CH2:16]C1>>[N:14]1([CH2:21][CH2:22][N:23]2[CH2:28][CH2:27][CH:26]([NH:29][C:30]([C:32]3[NH:33][C:34]4[C:39]([CH:40]=3)=[C:38]([Br:41])[CH:37]=[CH:36][CH:35]=4)=[O:31])[CH2:25][CH2:24]2)[CH2:16][CH2:17][CH2:18][CH2:19][CH2:20]1. Procedure details: This compound is synthesized from 4-bromo-1H-indole-2-carboxylic acid and amine 4 analogously to the method described above for the synthesis of 194 (see example 156).